Dataset: the Open Reaction Database (ORD), a public repository of structured organic reaction records. Task: describe an organic reaction: reactants, conditions, products, and yield Starting materials: CO, COc1ccc2c(Cl)nccc2c1, N, OCCO. Yields the product COc1ccc2c(N)nccc2c1. RXN SMILES: [CH3:19][OH:20].[Cl:1][c:2]1[n:3][cH:4][cH:5][c:6]2[cH:7][c:8]([O:12][CH3:13])[cH:9][cH:10][c:11]12.[NH3:14].[OH:15][CH2:16][CH2:17][OH:18]>>[c:2]1([NH2:14])[n:3][cH:4][cH:5][c:6]2[cH:7][c:8]([O:12][CH3:13])[cH:9][cH:10][c:11]12. The reactants are CC1(OC2=CC(=CC=C2C(=C1)C1=CC=CC=C1)O)C (2,2-dimethyl-4-phenyl-2H-chromen-7-ol), C(Cl)C1CO1 (epichlorohydrin). The product is O1C(COC2=CC=C3C(=CC(OC3=C2)(C)C)C2=CC=CC=C2)C1 (7-(2,3-epoxypropoxy)-2,2-dimethyl-4-phenyl-2H-chromene). Yield: 78.0%. RXN SMILES: [CH3:1][C:2]1([CH3:19])[CH:11]=[C:10]([C:12]2[CH:17]=[CH:16][CH:15]=[CH:14][CH:13]=2)[C:9]2[C:4](=[CH:5][C:6]([OH:18])=[CH:7][CH:8]=2)[O:3]1.[CH2:20]([CH:22]1[O:24][CH2:23]1)Cl>>[O:24]1[CH2:23][CH:22]1[CH2:20][O:18][C:6]1[CH:5]=[C:4]2[C:9]([C:10]([C:12]3[CH:13]=[CH:14][CH:15]=[CH:16][CH:17]=3)=[CH:11][C:2]([CH3:19])([CH3:1])[O:3]2)=[CH:8][CH:7]=1. Procedure details: Reaction of 2,2-dimethyl-4-phenyl-2H-chromen-7-ol with epichlorohydrin, by an analogous process to that described in Example 1 gave 7-(2,3-epoxypropoxy)-2,2-dimethyl-4-phenyl-2H-chromene (78%). Reaction of this epoxide with dimethylamine by an analogous process to that described in Example 2 gave 7-(2-hydroxy-3-dimethylaminopropoxy)-2,2-dimethyl-4-phenyl-2H-chromene isolated as its hydrochloride salt (48%), m.p. 208°-209°. Product: CCc1cc2c(s1)-n1c(C)nnc1C(N)N=C2c1ccccc1Cl. Starting materials: CCO, CCOC(=O)C1(N)N=C(c2ccccc2Cl)c2cc(CC)sc2-n2c(C)nnc21, O. Reaction SMILES: [CH3:30][CH2:31][OH:32].[NH2:1][C:2]1([C:25]([O:26][CH2:27][CH3:28])=[O:29])[c:3]2[n:4]([c:21]([CH3:24])[n:22][n:23]2)-[c:5]2[c:6]([cH:16][c:17]([CH2:19][CH3:20])[s:18]2)[C:7]([c:9]2[c:10]([Cl:15])[cH:11][cH:12][cH:13][cH:14]2)=[N:8]1.[OH2:33]>>[NH2:1][CH:2]1[c:3]2[n:4]([c:21]([CH3:24])[n:22][n:23]2)-[c:5]2[c:6]([cH:16][c:17]([CH2:19][CH3:20])[s:18]2)[C:7]([c:9]2[c:10]([Cl:15])[cH:11][cH:12][cH:13][cH:14]2)=[N:8]1. Reactants: CCOC(C)=O, CC#N, CC(C)Oc1ccc(S(C)(=O)=O)cc1C(=O)O, Cl, c1ccc2nc(N3CCNCC3)cnc2c1. Product: CC(C)Oc1ccc(S(C)(=O)=O)cc1C(=O)N1CCN(c2cnc3ccccc3n2)CC1. As a reaction SMILES: [CH3:35][CH2:36][O:37][C:38](=[O:39])[CH3:40].[CH3:41][C:42]#[N:43].[CH:18]([CH3:19])([CH3:20])[O:21][c:22]1[c:23]([C:24](=[O:25])[OH:26])[cH:27][c:28]([S:31](=[O:32])(=[O:33])[CH3:34])[cH:29][cH:30]1.[ClH:1].[N:2]1([c:8]2[n:9][c:10]3[cH:11][cH:12][cH:13][cH:14][c:15]3[n:16][cH:17]2)[CH2:3][CH2:4][NH:5][CH2:6][CH2:7]1>>[N:2]1([c:8]2[n:9][c:10]3[cH:11][cH:12][cH:13][cH:14][c:15]3[n:16][cH:17]2)[CH2:3][CH2:4][N:5]([C:24]([c:23]2[c:22]([O:21][CH:18]([CH3:19])[CH3:20])[cH:30][cH:29][c:28]([S:31](=[O:32])(=[O:33])[CH3:34])[cH:27]2)=[O:25])[CH2:6][CH2:7]1. Starting materials: ClC1=NC(=CC(=N1)C=1C=NC(=NC1)N)N1CCOCC1 (2-chloro-6-morpholino-4,5′-bipyrimidin-2′-amine), NC=1C=NC2=CC=CC=C2C1 (3-amino-quinoline), C=1C=CC(=CC1)P(C=2C=CC=CC2)C3=CC=C4C=CC=CC4=C3C5=C6C=CC=CC6=CC=C5P(C=7C=CC=CC7)C=8C=CC=CC8 (BINAP), C([O-])([O-])=O.[Cs+].[Cs+] (cesium carbonate). Reagents/catalysts: CC(=O)[O-].CC(=O)[O-].[Pd+2] (Pd(OAc)2). Solvent: C1CCOC1 (THF). Run at temperature 110 celsius. The product is O1CCN(CC1)C1=CC(=NC(=N1)NC=1C=NC2=CC=CC=C2C1)C=1C=NC(=NC1)N (6-morpholino-N2-(quinolin-3-yl)-4,5′-bipyrimidine-2,2′-diamine). RXN SMILES: Cl[C:2]1[N:7]=[C:6]([C:8]2[CH:9]=[N:10][C:11]([NH2:14])=[N:12][CH:13]=2)[CH:5]=[C:4]([N:15]2[CH2:20][CH2:19][O:18][CH2:17][CH2:16]2)[N:3]=1.[NH2:21][C:22]1[CH:23]=[N:24][C:25]2[C:30]([CH:31]=1)=[CH:29][CH:28]=[CH:27][CH:26]=2.C1C=CC(P(C2C(C3C(P(C4C=CC=CC=4)C4C=CC=CC=4)=CC=C4C=3C=CC=C4)=C3C(C=CC=C3)=CC=2)C2C=CC=CC=2)=CC=1.C(=O)([O-])[O-].[Cs+].[Cs+]>C1COCC1.CC([O-])=O.CC([O-])=O.[Pd+2]>[O:18]1[CH2:19][CH2:20][N:15]([C:4]2[N:3]=[C:2]([NH:21][C:22]3[CH:23]=[N:24][C:25]4[C:30]([CH:31]=3)=[CH:29][CH:28]=[CH:27][CH:26]=4)[N:7]=[C:6]([C:8]3[CH:9]=[N:10][C:11]([NH2:14])=[N:12][CH:13]=3)[CH:5]=2)[CH2:16][CH2:17]1 |f:3.4.5,7.8.9|. Reported procedure: A mixture of 2-chloro-6-morpholino-4,5′-bipyrimidin-2′-amine (10 mg), 3-amino-quinoline (9.8 mg), Pd(OAc)2 (1.5 mg), BINAP (6.3 mg), and cesium carbonate (15.5 mg) in THF (1 mL) was heated in a microwave at 110° C. for 10 minutes. The crude product was filtered and concentrated under reduced pressure. The product was purified by preparative HPLC to give 6-morpholino-N2-(quinolin-3-yl)-4,5′-bipyrimidine-2,2′-diamine. LCMS (m/z): 401.0 (MH+). Rt=1.83 min. Starting materials: Fc1ccc(-c2nncc(-c3ccc(F)c(Br)c3)n2)c(F)c1, C1COCCO1, CC1(C)OB(c2c(F)cccc2C#N)OC1(C)C, [Na+], [Na+], O=C([O-])[O-], c1ccc(P(c2ccccc2)(c2ccccc2)[Pd](P(c2ccccc2)(c2ccccc2)c2ccccc2)(P(c2ccccc2)(c2ccccc2)c2ccccc2)P(c2ccccc2)(c2ccccc2)c2ccccc2)cc1. Product: N#Cc1cccc(F)c1-c1cc(-c2cnnc(-c3ccc(F)cc3F)n2)ccc1F. RXN SMILES: [Br:1][c:2]1[cH:3][c:4](-[c:9]2[n:10][c:11](-[c:15]3[c:16]([F:22])[cH:17][c:18]([F:21])[cH:19][cH:20]3)[n:12][n:13][cH:14]2)[cH:5][cH:6][c:7]1[F:8].[CH2:41]1[O:42][CH2:43][CH2:44][O:45][CH2:46]1.[F:23][c:24]1[c:25]([B:32]2[O:33][C:34]([CH3:35])([CH3:36])[C:37]([CH3:38])([CH3:39])[O:40]2)[c:26]([C:27]#[N:28])[cH:29][cH:30][cH:31]1.[Na+:47].[Na+:48].[O-:49][C:50](=[O:51])[O-:52].[cH:53]1[cH:54][cH:55][c:56]([P:57]([Pd:58]([P:59]([c:60]2[cH:61][cH:62][cH:63][cH:64][cH:65]2)([c:66]2[cH:67][cH:68][cH:69][cH:70][cH:71]2)[c:72]2[cH:73][cH:74][cH:75][cH:76][cH:77]2)([P:78]([c:79]2[cH:80][cH:81][cH:82][cH:83][cH:84]2)([c:85]2[cH:86][cH:87][cH:88][cH:89][cH:90]2)[c:91]2[cH:92][cH:93][cH:94][cH:95][cH:96]2)[P:97]([c:98]2[cH:99][cH:100][cH:101][cH:102][cH:103]2)([c:104]2[cH:105][cH:106][cH:107][cH:108][cH:109]2)[c:110]2[cH:111][cH:112][cH:113][cH:114][cH:115]2)([c:116]2[cH:117][cH:118][cH:119][cH:120][cH:121]2)[c:122]2[cH:123][cH:124][cH:125][cH:126][cH:127]2)[cH:128][cH:129]1>>[c:2]1(-[c:25]2[c:24]([F:23])[cH:31][cH:30][cH:29][c:26]2[C:27]#[N:28])[cH:3][c:4](-[c:9]2[n:10][c:11](-[c:15]3[c:16]([F:22])[cH:17][c:18]([F:21])[cH:19][cH:20]3)[n:12][n:13][cH:14]2)[cH:5][cH:6][c:7]1[F:8]. Starting materials: aqueous solution, C(C1=CC=CC=C1)N1C([C@@H]([C@H]([C@H]1CCO)O[Si](C)(C)C(C)(C)C)O[Si](C)(C)C(C)(C)C)=O ((3R*,4S*,5R*)-1-benzyl-3,4-bis(tert-butyldimethylsilyloxy)-5-(2-hydroxyethyl)-2-pyrrolidinone), C([C@@H](O)[C@H](O)C(=O)O)(=O)O (D-tartaric acid). Run in C(C)(=O)O (acetic acid). Conditions: time 8 hour. Yields the product C(C1=CC=CC=C1)N1C([C@@H]([C@H]([C@H]1CCO)O)O)=O ((3R*,4S*,5R*)-1-benzyl-3,4-dihydroxy-5-(2-hydroxyethyl)-2-pyrrolidinone). The yield is 53.3%. Reaction SMILES: [CH2:1]([N:8]1[C@H:12]([CH2:13][CH2:14][OH:15])[C@H:11]([O:16][Si](C(C)(C)C)(C)C)[C@@H:10]([O:24][Si](C(C)(C)C)(C)C)[C:9]1=[O:32])[C:2]1[CH:7]=[CH:6][CH:5]=[CH:4][CH:3]=1.C(O)(=O)[C@H]([C@@H](C(O)=O)O)O>C(O)(=O)C>[CH2:1]([N:8]1[C@H:12]([CH2:13][CH2:14][OH:15])[C@H:11]([OH:16])[C@@H:10]([OH:24])[C:9]1=[O:32])[C:2]1[CH:3]=[CH:4][CH:5]=[CH:6][CH:7]=1. Procedure: 1,200 ml of a 60% aqueous solution of acetic acid was added to 125.5 g of (3R*,4S*,5R*)-1-benzyl-3,4-bis(tert-butyldimethylsilyloxy)-5-(2-hydroxyethyl)-2-pyrrolidinone which had been prepared according to the procedure described in J. Org. Chem. 60, 103-108 (1995) by using D-tartaric acid as the starting material. After this mixture was refluxed overnight and concentrated under reduced pressure, 300 ml of concentrated aqueous ammonia and 500 ml of methanol were added to the resulting residue, fo...